This data is from the Open Reaction Database (ORD), a public repository of structured organic reaction records. The task is: describe an organic reaction: reactants, conditions, products, and yield The reactants are ClCC(=O)N1CCC(CC1)N1N=C(C(C1=O)(C)C)C1=CC(=C(C=C1)OC)OC (2-[1-(chloroacetyl)piperidin-4-yl]-5-(3,4-dimethoxyphenyl)-4,4-dimethyl-2,4-dihydro-3H-pyrazol-3-one), ClCC(=O)OC(CCl)=O (chloroacetic anhydride), Cl.COC=1C=C(C=CC1OC)C=1C(C(N(N1)C1CCNCC1)=O)(CCC)C (5-(3,4-dimethoxyphenyl)-4-methyl-2-piperidin-4-yl-4-propyl-2,4-dihydro-3H-pyrazol-3-one hydrochloride), Cl.COC=1C=C(C=CC1OC)C=1C(C(N(N1)C1CCNCC1)=O)(CCC)C (5-(3,4-dimethoxyphenyl)-4-methyl-2-piperidin-4-yl-4-propyl-2,4-dihydro-3H-pyrazol-3-one hydrochloride). The product is ClCC(=O)N1CCC(CC1)N1N=C(C(C1=O)(CCC)C)C1=CC(=C(C=C1)OC)OC (2-[1-(chloroacetyl)piperidin-4-yl]-5-(3,4-dimethoxyphenyl)-4-methyl-4-propyl-2,4-dihydro-3H-pyrazol-3-one). As a reaction SMILES: [Cl:1][CH2:2][C:3]([N:5]1[CH2:10][CH2:9][CH:8]([N:11]2[C:15](=[O:16])[C:14]([CH3:18])([CH3:17])[C:13]([C:19]3[CH:24]=[CH:23][C:22]([O:25][CH3:26])=[C:21]([O:27][CH3:28])[CH:20]=3)=[N:12]2)[CH2:7][CH2:6]1)=[O:4].Cl.CO[C:32]1C=C(C2C(C)(CCC)C(=O)N(C3CCNCC3)N=2)C=C[C:37]=1OC.ClCC(OC(=O)CCl)=O>>[Cl:1][CH2:2][C:3]([N:5]1[CH2:6][CH2:7][CH:8]([N:11]2[C:15](=[O:16])[C:14]([CH3:18])([CH2:17][CH2:32][CH3:37])[C:13]([C:19]3[CH:24]=[CH:23][C:22]([O:25][CH3:26])=[C:21]([O:27][CH3:28])[CH:20]=3)=[N:12]2)[CH2:9][CH2:10]1)=[O:4] |f:1.2|. Reported procedure: Prepared analogously as described for A1 using 5-(3,4-dimethoxyphenyl)-4-methyl-2-piperidin-4-yl-4-propyl-2,4-dihydro-3H-pyrazol-3-one hydrochloride (compound B8) and chloroacetic anhydride as starting compounds.